From a dataset of the Open Reaction Database (ORD), a public repository of structured organic reaction records. describe an organic reaction: reactants, conditions, products, and yield Run in O (water). Yields the product OC(=O)[C@H](C)C1=CC(C(=O)C2=CC=CC=C2)=CC=C1 ((R)-Ketoprofen). Conditions: temperature 115 celsius, time 5 hour. Starting materials: C1(=CC=CC=C1)C.OC(=O)[C@H](C)C1=CC(C(=O)C2=CC=CC=C2)=CC=C1 (toluene (R)-ketoprofen), OC(=O)C(C)C1=CC(C(=O)C2=CC=CC=C2)=CC=C1 (ketoprofen), [OH-].[Na+] (NaOH). Procedure details: To 468 g of a toluene/(R)-ketoprofen (63% EE) solution containing 94 g of ketoprofen, 671 g of deionized water was added followed by 153 g of 50% NaOH. The phases were mixed and then separated. The aqueous phase was heated to 115° C. (under pressure) and maintained at this temperature for 3 hours. The solution was then cooled to room temperature and 842 g of toluene were added, followed by 103 g of concentrated sulfuric acid. The phases were mixed and the aqueous phase decanted. After decoloriza... As a reaction SMILES: C1(C)C=CC=CC=1.[OH:8][C:9]([C@@H:11]([C:13]1[CH:26]=[CH:25][CH:24]=[C:15]([C:16]([C:18]2[CH:23]=[CH:22][CH:21]=[CH:20][CH:19]=2)=[O:17])[CH:14]=1)[CH3:12])=[O:10].OC(C(C1C=CC=C(C(C2C=CC=CC=2)=O)C=1)C)=O.[OH-].[Na+]>O>[OH:10][C:9]([C@@H:11]([C:13]1[CH:26]=[CH:25][CH:24]=[C:15]([C:16]([C:18]2[CH:19]=[CH:20][CH:21]=[CH:22][CH:23]=2)=[O:17])[CH:14]=1)[CH3:12])=[O:8] |f:0.1,3.4|. Starting materials: C1(=CC=CC=C1)N1N=C(C=C1CCC)CCC=O (3-(1-phenyl-5-propyl-1H-pyrazol-3-yl)propanal), [BH-](OC(=O)C)(OC(=O)C)OC(=O)C.[Na+] (NaBH(OAc)3), CC1=C(C=CC(=C1)C)N1CCNCC1 (1-(2,4-dimethylphenyl)piperazine), CCN(C(C)C)C(C)C (DIPEA). Yields the product CC1=C(C=CC(=C1)C)N1CCN(CC1)CCCC1=NN(C(=C1)CCC)C1=CC=CC=C1 (1-(2,4-dimethylphenyl)-4-(3-(1-phenyl-5-propyl-1H-pyrazol-3-yl)propyl)piperazine). Reaction SMILES: [C:1]1([N:7]2[C:11]([CH2:12][CH2:13][CH3:14])=[CH:10][C:9]([CH2:15][CH2:16][CH:17]=O)=[N:8]2)[CH:6]=[CH:5][CH:4]=[CH:3][CH:2]=1.[CH3:19][C:20]1[CH:25]=[C:24]([CH3:26])[CH:23]=[CH:22][C:21]=1[N:27]1[CH2:32][CH2:31][NH:30][CH2:29][CH2:28]1.CCN(C(C)C)C(C)C.[BH-](OC(C)=O)(OC(C)=O)OC(C)=O.[Na+]>>[CH3:19][C:20]1[CH:25]=[C:24]([CH3:26])[CH:23]=[CH:22][C:21]=1[N:27]1[CH2:28][CH2:29][N:30]([CH2:17][CH2:16][CH2:15][C:9]2[CH:10]=[C:11]([CH2:12][CH2:13][CH3:14])[N:7]([C:1]3[CH:6]=[CH:5][CH:4]=[CH:3][CH:2]=3)[N:8]=2)[CH2:31][CH2:32]1 |f:3.4|. Procedure: 73 mg (49%) of target compound was obtained by using a method same as in Example 1 by using 3-(1-phenyl-5-propyl-1H-pyrazol-3-yl)propanal (80 mg, 0.330 mmol), 1-(2,4-dimethylphenyl)piperazine (63 mg, 0.330 mmol), DIPEA (0.090 mL, 0.495 mmol) and NaBH(OAc)3 (210 mg, 0.990 mmol). The reactants are CCCCC(=O)Nc1cnc2c(nc(CCCC)n2Cc2ccc(-c3ccccc3S(N)(=O)=O)cc2)c1C, O=C(Cl)C(c1ccccc1)c1ccccc1. Yields the product CCCCC(=O)Nc1cnc2c(nc(CCCC)n2Cc2ccc(-c3ccccc3S(=O)(=O)NC(=O)C(c3ccccc3)c3ccccc3)cc2)c1C. Reaction SMILES: [CH2:1]([CH2:2][CH2:3][CH3:4])[c:5]1[n:6][c:7]2[c:8]([n:9][cH:10][c:11]([NH:14][C:15]([CH2:16][CH2:17][CH2:18][CH3:19])=[O:20])[c:12]2[CH3:13])[n:21]1[CH2:22][c:23]1[cH:24][cH:25][c:26](-[c:29]2[c:30]([S:35](=[O:36])(=[O:37])[NH2:38])[cH:31][cH:32][cH:33][cH:34]2)[cH:27][cH:28]1.[c:39]1([CH:45]([C:46](=[O:47])[Cl:48])[c:49]2[cH:50][cH:51][cH:52][cH:53][cH:54]2)[cH:40][cH:41][cH:42][cH:43][cH:44]1>>[CH2:1]([CH2:2][CH2:3][CH3:4])[c:5]1[n:6][c:7]2[c:8]([n:9][cH:10][c:11]([NH:14][C:15]([CH2:16][CH2:17][CH2:18][CH3:19])=[O:20])[c:12]2[CH3:13])[n:21]1[CH2:22][c:23]1[cH:24][cH:25][c:26](-[c:29]2[c:30]([S:35](=[O:36])(=[O:37])[NH:38][C:46]([CH:45]([c:39]3[cH:40][cH:41][cH:42][cH:43][cH:44]3)[c:49]3[cH:50][cH:51][cH:52][cH:53][cH:54]3)=[O:47])[cH:31][cH:32][cH:33][cH:34]2)[cH:27][cH:28]1.